describe an organic reaction: reactants, conditions, products, and yield From a dataset of the Open Reaction Database (ORD), a public repository of structured organic reaction records. Reactants: ClCC1=NC(=NO1)C=1N=CN2C1CN(C(C1=C2C=CC=C1)=O)C (3-(5-chloromethyl-1,2,4-oxadiazol-3-yl)-5-methyl-5,6-dihydro-4H-imidazo[1,5-a][1,4]benzodiazepin-6-one), C(C)(C)NC(C)C (diisopropylamine). Run in CN(C=O)C (N,N-dimethylformamide). Product: C(C)(C)N(C(C)C)CC1=NC(=NO1)C=1N=CN2C1CN(C(C1=C2C=CC=C1)=O)C (3-(5-diisopropylaminomethyl-1,2,4-oxadiazol-3-yl)-5-methyl-5,6-dihydro-4H-imidazo[1,5-a][1,4]benzodiazepin-6-one). The yield is 61.7%. As a reaction SMILES: Cl[CH2:2][C:3]1[O:7][N:6]=[C:5]([C:8]2[N:9]=[CH:10][N:11]3[C:17]4[CH:18]=[CH:19][CH:20]=[CH:21][C:16]=4[C:15](=[O:22])[N:14]([CH3:23])[CH2:13][C:12]=23)[N:4]=1.[CH:24]([NH:27][CH:28]([CH3:30])[CH3:29])([CH3:26])[CH3:25]>CN(C)C=O>[CH:24]([N:27]([CH2:2][C:3]1[O:7][N:6]=[C:5]([C:8]2[N:9]=[CH:10][N:11]3[C:17]4[CH:18]=[CH:19][CH:20]=[CH:21][C:16]=4[C:15](=[O:22])[N:14]([CH3:23])[CH2:13][C:12]=23)[N:4]=1)[CH:28]([CH3:30])[CH3:29])([CH3:26])[CH3:25]. Procedure: 72 g (212 mmol) of 3-(5-chloromethyl-1,2,4-oxadiazol-3-yl)-5-methyl-5,6-dihydro-4H-imidazo[1,5-a][1,4]benzodiazepin-6-one were stirred at 80° for 16 hours in 150 ml (1.06 mol) of diisopropylamine and 300 ml of N,N-dimethylformamide. After evaporating the solvent the residue was dissolved in methylene chloride and the solution was extracted twice with 100 ml of 2N hydrochloric acid. The acidic phase was made alkaline with conc. sodium hydroxide solution and extracted with methylene chloride. The ... The reactants are COc1c([N+](=O)[O-])c(O)c([N+](=O)[O-])c(O)c1[N+](=O)[O-], COc1c([N+](=O)[O-])c(O)c([N+](=O)[O-])c(OC)c1[N+](=O)[O-]. Yields the product COc1c([N+](=O)[O-])c(OC)c([N+](=O)[O-])c(OC)c1[N+](=O)[O-]. As a reaction SMILES: [CH3:1][O:2][c:3]1[c:4]([N+:5]([O-:6])=[O:7])[c:8]([OH:9])[c:10]([N+:11]([O-:12])=[O:13])[c:14]([OH:15])[c:16]1[N+:17]([O-:18])=[O:19].[CH3:20][O:21][c:22]1[c:23]([N+:24](=[O:25])[O-:26])[c:27]([OH:39])[c:28]([N+:36](=[O:37])[O-:38])[c:29]([O:34][CH3:35])[c:30]1[N+:31](=[O:32])[O-:33]>>[CH3:1][O:39][c:27]1[c:23]([N+:24](=[O:25])[O-:26])[c:22]([O:21][CH3:20])[c:30]([N+:31](=[O:32])[O-:33])[c:29]([O:34][CH3:35])[c:28]1[N+:36](=[O:37])[O-:38]. The reactants are C(C=C)OC=1C=C(OC2=CC=C(CNC3=C(C(=CC=C3)[N+](=O)[O-])C)C=C2)C=C(C1)OC (N-{4-[3-(allyloxy)-5-methoxyphenoxy]benzyl}-N-(2-methyl-3-nitrophenyl)amine), FC1=C(CBr)C=CC(=C1)F (2,4-difluorobenzyl bromide). Yields the product C(C=C)OC=1C=C(OC2=CC=C(CN(C3=C(C(=CC=C3)[N+](=O)[O-])C)CC3=C(C=C(C=C3)F)F)C=C2)C=C(C1)OC (N-{4-[3-(allyloxy)-5-methoxyphenoxy]benzyl}-N-(2,4-difluorobenzyl)-N-(2-methyl-3-nitrophenyl)amine). RXN SMILES: [CH2:1]([O:4][C:5]1[CH:6]=[C:7]([CH:27]=[C:28]([O:30][CH3:31])[CH:29]=1)[O:8][C:9]1[CH:26]=[CH:25][C:12]([CH2:13][NH:14][C:15]2[CH:20]=[CH:19][CH:18]=[C:17]([N+:21]([O-:23])=[O:22])[C:16]=2[CH3:24])=[CH:11][CH:10]=1)[CH:2]=[CH2:3].[F:32][C:33]1[CH:40]=[C:39]([F:41])[CH:38]=[CH:37][C:34]=1[CH2:35]Br>>[CH2:1]([O:4][C:5]1[CH:6]=[C:7]([CH:27]=[C:28]([O:30][CH3:31])[CH:29]=1)[O:8][C:9]1[CH:10]=[CH:11][C:12]([CH2:13][N:14]([CH2:35][C:34]2[CH:37]=[CH:38][C:39]([F:41])=[CH:40][C:33]=2[F:32])[C:15]2[CH:20]=[CH:19][CH:18]=[C:17]([N+:21]([O-:23])=[O:22])[C:16]=2[CH3:24])=[CH:25][CH:26]=1)[CH:2]=[CH2:3]. Procedure: The product from Example 90C and 2,4-difluorobenzyl bromide were processed as described in Example 6B to provide the title compound. MS (APCI+) m/z 547 (M+H)+. Starting materials: Cc1ccc(S(=O)(=O)n2cc(-c3nc(Cl)ncc3Br)c3ccccc32)cc1, CCCCO, COc1cc(N2CCC(N3CCN(C)CC3)CC2)ccc1N, CCN(C(C)C)C(C)C. The product is COc1cc(N2CCC(N3CCN(C)CC3)CC2)ccc1Nc1ncc(Br)c(-c2cn(S(=O)(=O)c3ccc(C)cc3)c3ccccc23)n1. As a reaction SMILES: [Br:1][c:2]1[c:3](-[c:9]2[cH:10][n:11]([S:18](=[O:19])(=[O:20])[c:21]3[cH:22][cH:23][c:24]([CH3:25])[cH:26][cH:27]3)[c:12]3[cH:13][cH:14][cH:15][cH:16][c:17]23)[n:4][c:5]([Cl:8])[n:6][cH:7]1.[CH2:59]([OH:60])[CH2:61][CH2:62][CH3:63].[CH3:28][O:29][c:30]1[c:31]([NH2:32])[cH:33][cH:34][c:35]([N:37]2[CH2:38][CH2:39][CH:40]([N:43]3[CH2:44][CH2:45][N:46]([CH3:49])[CH2:47][CH2:48]3)[CH2:41][CH2:42]2)[cH:36]1.[CH:50]([N:51]([CH2:52][CH3:53])[CH:54]([CH3:55])[CH3:56])([CH3:57])[CH3:58]>>[Br:1][c:2]1[c:3](-[c:9]2[cH:10][n:11]([S:18](=[O:19])(=[O:20])[c:21]3[cH:22][cH:23][c:24]([CH3:25])[cH:26][cH:27]3)[c:12]3[cH:13][cH:14][cH:15][cH:16][c:17]23)[n:4][c:5]([NH:32][c:31]2[c:30]([O:29][CH3:28])[cH:36][c:35]([N:37]3[CH2:38][CH2:39][CH:40]([N:43]4[CH2:44][CH2:45][N:46]([CH3:49])[CH2:47][CH2:48]4)[CH2:41][CH2:42]3)[cH:34][cH:33]2)[n:6][cH:7]1. Reactants: O (water), COC1=C(N)C=CC(=C1)OC (2,4-dimethoxyaniline), C([O-])([O-])=O.[K+].[K+] (potassium carbonate), BrCC(=O)OC (methyl bromoacetate). The solvent is CN(C)C=O (DMF). Conditions: temperature 60 celsius, time 3 hour. Yields the product COC(CNC1=C(C=C(C=C1)OC)OC)=O ((2,4-dimethoxyphenylamino)-acetic acid methyl ester). RXN SMILES: [CH3:1][O:2][C:3]1[CH:9]=[C:8]([O:10][CH3:11])[CH:7]=[CH:6][C:4]=1[NH2:5].C(=O)([O-])[O-].[K+].[K+].Br[CH2:19][C:20]([O:22][CH3:23])=[O:21].O>CN(C=O)C>[CH3:23][O:22][C:20](=[O:21])[CH2:19][NH:5][C:4]1[CH:6]=[CH:7][C:8]([O:10][CH3:11])=[CH:9][C:3]=1[O:2][CH3:1] |f:1.2.3|. Procedure: To a mixture of 1.53 g (10 mmol) of 2,4-dimethoxyaniline and 2.76 g (20 mmol) of potassium carbonate in 10 mL of DMF are added 1.53 g (10 mmol) of methyl bromoacetate. The mixture is stirred at 60° C. for 3 h, then allowed to cool to RT. The mixture is poured into water and extracted with EtOAc. The organic phase is washed with water, brine and dried over anhydrous Na2SO4. The solvent is removed under reduced pressure and the residue is chromatographed using CH2Cl2 as the eluant to give (2,4-dim...